Dataset: the Open Reaction Database (ORD), a public repository of structured organic reaction records. Task: describe an organic reaction: reactants, conditions, products, and yield Reactants: COCCBr, CN(C)C=O, CO, Cc1cc(Nc2cc3cc(O)ccc3c(-c3ccc(F)cc3F)n2)n[nH]1, [H-], [Na+]. The product is COCCOc1ccc2c(-c3ccc(F)cc3F)nc(Nc3cc(C)[nH]n3)cc2c1. Reaction SMILES: [Br:29][CH2:30][CH2:31][O:32][CH3:33].[CH3:34][N:35]([CH3:36])[CH:37]=[O:38].[CH3:39][OH:40].[F:3][c:4]1[c:5](-[c:11]2[n:12][c:13]([NH:22][c:23]3[n:24][nH:25][c:26]([CH3:28])[cH:27]3)[cH:14][c:15]3[cH:16][c:17]([OH:21])[cH:18][cH:19][c:20]23)[cH:6][cH:7][c:8]([F:10])[cH:9]1.[H-:1].[Na+:2]>>[F:3][c:4]1[c:5](-[c:11]2[n:12][c:13]([NH:22][c:23]3[n:24][nH:25][c:26]([CH3:28])[cH:27]3)[cH:14][c:15]3[cH:16][c:17]([O:21][CH2:30][CH2:31][O:32][CH3:33])[cH:18][cH:19][c:20]23)[cH:6][cH:7][c:8]([F:10])[cH:9]1.